This data is from the Open Reaction Database (ORD), a public repository of structured organic reaction records. The task is: describe an organic reaction: reactants, conditions, products, and yield The reactants are CC1(CCCC(C1)C)C (3,3,5-trimethylcyclohexane), CC1CC(CC(C1)(C2=CC=C(C=C2)O)C3=CC=C(C=C3)O)(C)C (BPTMC), CC1CC(CC(C1)(C2=CC=C(C=C2)O)C3=CC=C(C=C3)O)(C)C (BPTMC), C1(=CC=CC=C1)O (phenol), C1(=CC=CC=C1)O (phenol), C1(=CC=CC=C1)O (phenol), CC1CC(CC(C1)(C2=CC=C(C=C2)O)C3=CC=C(C=C3)O)(C)C (BPTMC), C1(=CC=CC=C1)O (phenol). The product is CC1CC(CC(C1)(C2=CC=C(C=C2)O)C3=CC=C(C=C3)O)(C)C.C1(=CC=CC=C1)O (BPTMC phenol). RXN SMILES: [CH3:1][CH:2]1[CH2:7][C:6]([C:15]2[CH:20]=[CH:19][C:18]([OH:21])=[CH:17][CH:16]=2)([C:8]2[CH:13]=[CH:12][C:11]([OH:14])=[CH:10][CH:9]=2)[CH2:5][C:4]([CH3:23])([CH3:22])[CH2:3]1.[C:24]1([OH:30])[CH:29]=[CH:28][CH:27]=[CH:26][CH:25]=1.CC1(C)CC(C)CCC1>>[CH3:1][CH:2]1[CH2:7][C:6]([C:8]2[CH:9]=[CH:10][C:11]([OH:14])=[CH:12][CH:13]=2)([C:15]2[CH:20]=[CH:19][C:18]([OH:21])=[CH:17][CH:16]=2)[CH2:5][C:4]([CH3:22])([CH3:23])[CH2:3]1.[C:24]1([OH:30])[CH:29]=[CH:28][CH:27]=[CH:26][CH:25]=1 |f:3.4|. Procedure: In the present invention, the solution comprising BPTMC and phenol can be any solution containing BPTMC and phenol and is not particularly limited, but preferably an oil phase containing BPTMC and phenol, which is obtained by reacting phenol and 3,3,5-trimethylcyclohexane in the presence of an acid catalyst, neutralizing the resulting reaction mixture after completion of the reaction and then removing a water phase; this water phase is cooled to crystallize the BPTMC-phenol adduct and the crysta... Reactants: C(C)O (ethanol), CC(C(C)O)O (2,3-butanediol), C(C(O)C)(=O)[O-] (lactate). Reported procedure: The initial concentrations of substrates in the medium containing 0.5% sweetgum hemicellulose hydrolysate were determined by HPLC to be 20 mM xylose, 1.4 mM MeGAX and a small amount of MeGAX2. Previous studies indicated that MeGAX was metabolized by E. asburiae JDR-1 into methanol, glucuronate and xylose (Bi et al. 2009). In these previous studies glucuronate fermentation by E. asburiae JDR-1 generated acetate in nearly 100% yield, indicating fermentation products more reduced than acetate could... Product: C(C)(=O)[O-] (acetate), C(CCC(=O)[O-])(=O)[O-] (succinate). As a reaction SMILES: C[CH:2]([OH:6])[CH:3](O)[CH3:4].[C:7]([O-:12])(=[O:11])[CH:8](C)O.C([OH:15])C>>[C:7]([O-:12])(=[O:11])[CH3:8].[C:2]([O-:6])(=[O:15])[CH2:3][CH2:4][C:7]([O-:12])=[O:11]. Conditions: time 15 hour.